Dataset: the Open Reaction Database (ORD), a public repository of structured organic reaction records. Task: describe an organic reaction: reactants, conditions, products, and yield Starting materials: CC(C)=O, CNC(=S)NCC(OC)OC, CI. Yields the product CN=C(NCC(OC)OC)SC, I. RXN SMILES: [CH3:14][C:15](=[O:16])[CH3:17].[CH3:1][O:2][CH:3]([CH2:4][NH:5][C:6](=[S:7])[NH:8][CH3:9])[O:10][CH3:11].[I:12][CH3:13]>>[CH3:1][O:2][CH:3]([CH2:4][NH:5][C:6]([S:7][CH3:13])=[N:8][CH3:9])[O:10][CH3:11].[IH:12].